This data is from the Open Reaction Database (ORD), a public repository of structured organic reaction records. The task is: describe an organic reaction: reactants, conditions, products, and yield Starting materials: O1CCOCC1 (1,4-dioxane), IC=1C=CC(=C(C(=O)OC)C1)OC (methyl 5-iodo-2-methoxybenzoate), C([O-])([O-])=O.[Cs+].[Cs+] (cesium carbonate), CO[C@@H]1CNCC[C@@H]1NC(OCC1=CC=CC=C1)=O (benzyl cis(±)-(3-methoxypiperidin-4-yl)-carbamate), (±)-BINAP. The reagents and catalysts are C(C)(=O)[O-].[Pd+2].C(C)(=O)[O-] (palladium acetate). The solvent is CN(C)C=O (DMF). Product: C(C1=CC=CC=C1)OC(=O)N[C@@H]1[C@@H](CN(CC1)C=1C=CC(=C(C(=O)OC)C1)OC)OC (Methyl cis(±)-5-(4-{[(benzyloxy)carbonyl]amino}-3-methoxypiperidin-1-yl)-2-methoxybenzoate). Yield: 5.4%. RXN SMILES: I[C:2]1[CH:3]=[CH:4][C:5]([O:12][CH3:13])=[C:6]([CH:11]=1)[C:7]([O:9][CH3:10])=[O:8].[CH3:14][O:15][C@H:16]1[C@@H:21]([NH:22][C:23](=[O:32])[O:24][CH2:25][C:26]2[CH:31]=[CH:30][CH:29]=[CH:28][CH:27]=2)[CH2:20][CH2:19][NH:18][CH2:17]1.C(=O)([O-])[O-].[Cs+].[Cs+].O1CCOCC1>C([O-])(=O)C.[Pd+2].C([O-])(=O)C.CN(C=O)C>[CH2:25]([O:24][C:23]([NH:22][C@H:21]1[CH2:20][CH2:19][N:18]([C:2]2[CH:3]=[CH:4][C:5]([O:12][CH3:13])=[C:6]([CH:11]=2)[C:7]([O:9][CH3:10])=[O:8])[CH2:17][C@H:16]1[O:15][CH3:14])=[O:32])[C:26]1[CH:27]=[CH:28][CH:29]=[CH:30][CH:31]=1 |f:2.3.4,6.7.8|. Procedure: The same operation as in Example (42a) was performed using methyl 5-iodo-2-methoxybenzoate (442 mg, 1.51 mmol), benzyl cis(±)-(3-methoxypiperidin-4-yl)-carbamate obtained in Example (40b) (400 mg, 1.51 mmol), palladium acetate (34 mg, 0.15 mmol), (±)-BINAP (188 mg, 0.30 mmol), cesium carbonate (1.08 g, 3.33 mmol), 1,4-dioxane (15 mL) and DMF (4.5 mL), to obtain 35 mg of the title compound as a yellow oily substance (5%).